From a dataset of the Open Reaction Database (ORD), a public repository of structured organic reaction records. describe an organic reaction: reactants, conditions, products, and yield Starting materials: jacketed-bottom-drain resin, COCNC(=O)C1CCN(CC1)C(=O)OC(C)(C)C (4-[(Methoxymethylamino)carbonyl]-1-piperidinecarboxylic Acid, 1,1-dimethylethyl Ester), C=1(C(OC)=CC=CC1)OC.O1CCCC1 (veratrole tetrahydrofuran). The solvent is O1CCCC1 (tetrahydrofuran). Reaction conditions: temperature -17 celsius, time 3 hour. Product: COC1=C(C(=O)C2CCN(CC2)C(=O)OC(C)(C)C)C=CC=C1OC (4-(2,3-Dimethoxybenzoyl)-1-piperidinecarboxylic Acid, 1,1-dimethylethyl Ester). Reaction SMILES: COCN[C:5]([CH:7]1[CH2:12][CH2:11][N:10]([C:13]([O:15][C:16]([CH3:19])([CH3:18])[CH3:17])=[O:14])[CH2:9][CH2:8]1)=[O:6].[C:20]1([O:28][CH3:29])[C:21](=[CH:24][CH:25]=[CH:26][CH:27]=1)[O:22][CH3:23].O1CCCC1>O1CCCC1>[CH3:23][O:22][C:21]1[C:20]([O:28][CH3:29])=[CH:27][CH:26]=[CH:25][C:24]=1[C:5]([CH:7]1[CH2:8][CH2:9][N:10]([C:13]([O:15][C:16]([CH3:17])([CH3:18])[CH3:19])=[O:14])[CH2:11][CH2:12]1)=[O:6] |f:1.2|. Reported procedure: Into a 500-mL jacketed-bottom-drain resin pot fitted with a five-joint head equipped with a mechanical stirrer, a thermocouple, a reflux condenser topped with a nitrogen bubbler, a septum, and a stopper was placed 28.9 g (0.092 mol) of 4-[(methoxymethylamino)carbonyl]-1-piperidinecarboxylic acid, 1,1-dimethylethyl ester (15) (28.9 g, 0.092 mol, 87% pure) and 80 g of tetrahydrofuran. The solution was cooled to −17° C. and the cold lithiated veratrole/tetrahydrofuran slurry was added via cannula w... Starting materials: COC=1C=C(C=O)C=CC1OC (3,4-Dimethoxybenzaldehyde), COC=1C=C(CC#N)C=CC1OC (3,4-dimethoxybenzyl cyanide). Product: COC=1C=C(C=CC1OC)/C(/C#N)=C/C1=CC(=C(C=C1)OC)OC ((Z)-2,3-bis-(3,4-dimethoxy-phenyl)-acrylonitrile). Isolated yield 89.4%. Reaction SMILES: [CH3:1][O:2][C:3]1[CH:4]=[C:5]([CH:8]=[CH:9][C:10]=1[O:11][CH3:12])[CH:6]=O.[CH3:13][O:14][C:15]1[CH:16]=[C:17]([CH:21]=[CH:22][C:23]=1[O:24][CH3:25])[CH2:18][C:19]#[N:20]>>[CH3:13][O:14][C:15]1[CH:16]=[C:17](/[C:18](=[CH:6]/[C:5]2[CH:8]=[CH:9][C:10]([O:11][CH3:12])=[C:3]([O:2][CH3:1])[CH:4]=2)/[C:19]#[N:20])[CH:21]=[CH:22][C:23]=1[O:24][CH3:25]. Procedure details: 3,4-Dimethoxybenzaldehyde (1.00 g) and 3,4-dimethoxybenzyl cyanide (1.07 g) were subjected to condensation in accordance with process A of (production process 2), to thereby produce the target product (1.75 g, yield: 89%). Starting materials: [BH3-]C#N, CC(C)=O, CC(=O)O, CO, COc1ccc(C(=O)NC(CNC(=O)C2CCNCC2)c2ccccc2)cc1, O=C(O)C(F)(F)F, [Na+]. Product: COc1ccc(C(=O)NC(CNC(=O)C2CCN(C(C)C)CC2)c2ccccc2)cc1. RXN SMILES: [C:44]([BH3-:45])#[N:46].[CH3:36][C:37]([CH3:38])=[O:39].[CH3:40][C:41](=[O:42])[OH:43].[CH3:48][OH:49].[CH3:8][O:9][c:10]1[cH:11][cH:12][c:13]([C:14](=[O:15])[NH:16][CH:17]([CH2:18][NH:19][C:20](=[O:21])[CH:22]2[CH2:23][CH2:24][NH:25][CH2:26][CH2:27]2)[c:28]2[cH:29][cH:30][cH:31][cH:32][cH:33]2)[cH:34][cH:35]1.[F:1][C:2]([F:3])([F:4])[C:5]([OH:6])=[O:7].[Na+:47]>>[CH3:8][O:9][c:10]1[cH:11][cH:12][c:13]([C:14](=[O:15])[NH:16][CH:17]([CH2:18][NH:19][C:20](=[O:21])[CH:22]2[CH2:23][CH2:24][N:25]([CH:37]([CH3:36])[CH3:38])[CH2:26][CH2:27]2)[c:28]2[cH:29][cH:30][cH:31][cH:32][cH:33]2)[cH:34][cH:35]1. Starting materials: B, C1CCOC1, CCCCCCCCCCCCNC(=O)C(F)(F)F, Cl. Product: CCCCCCCCCCCCNCC(F)(F)F. Reaction SMILES: [BH3:1].[CH2:22]1[O:23][CH2:24][CH2:25][CH2:26]1.[CH2:2]([CH2:3][CH2:4][CH2:5][CH2:6][CH2:7][CH2:8][CH2:9][CH2:10][CH2:11][CH2:12][CH3:13])[NH:14][C:15]([C:16]([F:17])([F:18])[F:19])=[O:20].[ClH:21]>>[CH2:2]([CH2:3][CH2:4][CH2:5][CH2:6][CH2:7][CH2:8][CH2:9][CH2:10][CH2:11][CH2:12][CH3:13])[NH:14][CH2:15][C:16]([F:17])([F:18])[F:19]. Product: Cc1cc(C#N)c(OC2CN(C(=O)OC(C)(C)C)C2)cc1Br. RXN SMILES: [Br:1][c:2]1[cH:3][c:4]([F:11])[c:5]([C:6]#[N:7])[cH:8][c:9]1[CH3:10].[C:12]([CH3:13])([CH3:14])([CH3:15])[O:16][C:17](=[O:18])[N:19]1[CH2:20][CH:21]([OH:23])[CH2:22]1.[H-:25].[Na+:24].[O:26]=[CH:27][N:28]([CH3:29])[CH3:30]>>[Br:1][c:2]1[cH:3][c:4]([O:23][CH:21]2[CH2:20][N:19]([C:17]([O:16][C:12]([CH3:13])([CH3:14])[CH3:15])=[O:18])[CH2:22]2)[c:5]([C:6]#[N:7])[cH:8][c:9]1[CH3:10]. The reactants are Cc1cc(C#N)c(F)cc1Br, CC(C)(C)OC(=O)N1CC(O)C1, [H-], [Na+], CN(C)C=O. Reactants: ClC1=NC=NC2=CC(=C(C=C12)OC)OCCN1N=NC=C1 (4-chloro-6-methoxy-7-(2-(1,2,3-triazol-1-yl)ethoxy)quinazoline), COC1=CC=C(C=C1)C1=NNC(C1)=O (3-(4-methoxyphenyl)-4,5-dihydro-1H-pyrazol-5-one). The product is COC1=CC=C(C=C1)C1=CC(=NN1)OC1=NC=NC2=CC(=C(C=C12)OC)OCCN1N=NC=C1 (4-(5-(4-methoxyphenyl)pyrazol-3-yloxy)-6-methoxy-7-(2-(1,2,3-triazol-1-yl)ethoxy)quinazoline). Isolated yield 0.0%. RXN SMILES: Cl[C:2]1[C:11]2[C:6](=[CH:7][C:8]([O:14][CH2:15][CH2:16][N:17]3[CH:21]=[CH:20][N:19]=[N:18]3)=[C:9]([O:12][CH3:13])[CH:10]=2)[N:5]=[CH:4][N:3]=1.[CH3:22][O:23][C:24]1[CH:29]=[CH:28][C:27]([C:30]2[CH2:34][C:33](=[O:35])[NH:32][N:31]=2)=[CH:26][CH:25]=1>>[CH3:22][O:23][C:24]1[CH:25]=[CH:26][C:27]([C:30]2[NH:31][N:32]=[C:33]([O:35][C:2]3[C:11]4[C:6](=[CH:7][C:8]([O:14][CH2:15][CH2:16][N:17]5[CH:21]=[CH:20][N:19]=[N:18]5)=[C:9]([O:12][CH3:13])[CH:10]=4)[N:5]=[CH:4][N:3]=3)[CH:34]=2)=[CH:28][CH:29]=1. Reported procedure: Using a procedure analogous to that described in Example 23, 4-chloro-6-methoxy-7-(2-(1,2,3-triazol-1-yl)ethoxy)quinazoline (160 mg, 0.52 mol) was reacted with 3-(4-methoxyphenyl)-4,5-dihydro-1H-pyrazol-5-one (120 mg, 0.63 mol), (prepared as described for the starting material in Example 10), to give 4-(5-(4-methoxyphenyl)pyrazol-3-yloxy)-6-methoxy-7-(2-(1,2,3-triazol-1-yl)ethoxy)quinazoline (105 mg, 44%).